This data is from the Open Reaction Database (ORD), a public repository of structured organic reaction records. The task is: describe an organic reaction: reactants, conditions, products, and yield The reactants are CC=1N=C(SC1C)N (4,5-Dimethylthiazol-2-ylamine), BrCCOCC1=CC=CC=C1 ((2-Bromoethoxymethyl)-benzene), C12(CC3CC(CC(C1)C3)C2)C(=O)O (1-adamantane carboxylic acid). Yields the product C(C1=CC=CC=C1)OCCN1/C(/SC(=C1C)C)=N/C(=O)C12CC3CC(CC(C1)C3)C2 (N-[(2Z)-3-[2-(benzyloxy)ethyl]-4,5-dimethyl-1,3-thiazol-2(3H)-ylidene]adamantane-1-carboxamide). Reaction SMILES: [CH3:1][C:2]1[N:3]=[C:4]([NH2:8])[S:5][C:6]=1[CH3:7].Br[CH2:10][CH2:11][O:12][CH2:13][C:14]1[CH:19]=[CH:18][CH:17]=[CH:16][CH:15]=1.[C:20]12([C:30](O)=[O:31])[CH2:29][CH:24]3[CH2:25][CH:26]([CH2:28][CH:22]([CH2:23]3)[CH2:21]1)[CH2:27]2>>[CH2:13]([O:12][CH2:11][CH2:10][N:3]1[C:2]([CH3:1])=[C:6]([CH3:7])[S:5]/[C:4]/1=[N:8]\[C:30]([C:20]12[CH2:29][CH:24]3[CH2:23][CH:22]([CH2:28][CH:26]([CH2:25]3)[CH2:27]1)[CH2:21]2)=[O:31])[C:14]1[CH:19]=[CH:18][CH:17]=[CH:16][CH:15]=1. Procedure details: 4,5-Dimethylthiazol-2-ylamine, (2-Bromoethoxymethyl)-benzene and 1-adamantane carboxylic acid were processed as described in Example 47 to afford the title compound. 1H NMR (CDCl3, 300 MHz) δ ppm 1.58-1.73 (m, 6 H) 1.79 (d, J=2.50 Hz, 6 H) 1.91-2.02 (m, 3 H) 2.15 (s, 3 H) 2.22 (s, 3 H) 3.77 (t, J=5.46 Hz, 2 H) 4.29 (t, J=5.46 Hz, 2 H) 4.47 (s, 2 H) 7.19 (d, J=6.55 Hz, 2 H) 7.22-7.33 (m, 3 H); MS (ESI) m/z 425 (M=H)+. The reactants are BrC=1C=CC(=C(C#N)C1)C(=O)N1CCN(CC1)C1=NC=C(C=C1C1CC1)C1CC1 (5-bromo-2-[4-(3,5-dicyclopropylpyridin-2-yl)piperazine-1-carbonyl]benzonitrile), C(C)(=O)N1C(NCC1)=O (1-acetylimidazolidin-2-one). Product: C(C)(=O)N1C(N(CC1)C=1C=CC(=C(C#N)C1)C(=O)N1CCN(CC1)C1=NC=C(C=C1C1CC1)C1CC1)=O (5-(3-acetyl-2-oxoimidazolidin-1-yl)-2-[4-(3,5-dicyclopropylpyridin-2-yl)piperazine-1-carbonyl]benzonitrile). Isolated yield 47.1%. Reaction SMILES: Br[C:2]1[CH:3]=[CH:4][C:5]([C:10]([N:12]2[CH2:17][CH2:16][N:15]([C:18]3[C:23]([CH:24]4[CH2:26][CH2:25]4)=[CH:22][C:21]([CH:27]4[CH2:29][CH2:28]4)=[CH:20][N:19]=3)[CH2:14][CH2:13]2)=[O:11])=[C:6]([CH:9]=1)[C:7]#[N:8].[C:30]([N:33]1[CH2:37][CH2:36][NH:35][C:34]1=[O:38])(=[O:32])[CH3:31]>>[C:30]([N:33]1[CH2:37][CH2:36][N:35]([C:2]2[CH:3]=[CH:4][C:5]([C:10]([N:12]3[CH2:17][CH2:16][N:15]([C:18]4[C:23]([CH:24]5[CH2:26][CH2:25]5)=[CH:22][C:21]([CH:27]5[CH2:29][CH2:28]5)=[CH:20][N:19]=4)[CH2:14][CH2:13]3)=[O:11])=[C:6]([CH:9]=2)[C:7]#[N:8])[C:34]1=[O:38])(=[O:32])[CH3:31]. Reported procedure: Using 5-bromo-2-[4-(3,5-dicyclopropylpyridin-2-yl)piperazine-1-carbonyl]benzonitrile (1.35 g) described in Preparation Example 245 and 1-acetylimidazolidin-2-one (461 mg) and by the reaction and treatment in the same manner as in Example 1, the title compound (702 mg) was obtained. Procedure: A mixture of 4-mercaptopyridine (5.0 g), 1-bromo-3-chloropropane (14.2 g), and anhydrous potassium carbonate in 250 mL acetone is refluxed under nitrogen for 1 hour. The mixture is cooled, filtered and concentrated. The residue is taken up into diethyl ether and washed with brine, dried over magnesium sulfate and evaporated in vacuo. The crude product is purified by column chromatography (silica; hexane: ethyl acetate, 50:50) to give the title compound (7.34 g) as a colorless oil which is used d... The solvent is CC(=O)C (acetone). As a reaction SMILES: [SH:1][C:2]1[CH:7]=[CH:6][N:5]=[CH:4][CH:3]=1.Br[CH2:9][CH2:10][CH2:11][Cl:12].C(=O)([O-])[O-].[K+].[K+]>CC(C)=O>[Cl:12][CH2:11][CH2:10][CH2:9][S:1][C:2]1[CH:7]=[CH:6][N:5]=[CH:4][CH:3]=1 |f:2.3.4|. Yields the product ClCCCSC1=CC=NC=C1 (4-(3-Chloropropylthio)pyridine). The yield is 86.9%. Reactants: SC1=CC=NC=C1 (4-mercaptopyridine), BrCCCCl (1-bromo-3-chloropropane), C([O-])([O-])=O.[K+].[K+] (potassium carbonate). Reactants: ClCC=1N=CSC1 (4-chloromethylthiazole), OC1=CC=C(C=C1)CC(C)=O (4-hydroxyphenylacetone). Yields the product S1C=NC(=C1)COC1=CC=C(C=C1)CC(C)=O (4-[(Thiazol-4-yl)methoxy]phenyl acetone). As a reaction SMILES: Cl[CH2:2][C:3]1[N:4]=[CH:5][S:6][CH:7]=1.[OH:8][C:9]1[CH:14]=[CH:13][C:12]([CH2:15][C:16](=[O:18])[CH3:17])=[CH:11][CH:10]=1>>[S:6]1[CH:7]=[C:3]([CH2:2][O:8][C:9]2[CH:10]=[CH:11][C:12]([CH2:15][C:16](=[O:18])[CH3:17])=[CH:13][CH:14]=2)[N:4]=[CH:5]1. Procedure details: Prepared from 4-chloromethylthiazole and 4-hydroxyphenylacetone by the method of Example 1. Reactants: ClCC(=O)Cl (chloroacetyl chloride), NC1=C(C=CC=C1)O (2-aminophenol), [Cl-].C(C1=CC=CC=C1)C[NH3+] (benzylmethylammonium chloride), C([O-])(O)=O.[Na+] (sodium bicarbonate). The solvent is C(Cl)(Cl)Cl (chloroform), C(Cl)(Cl)Cl (chloroform). Reaction conditions: time 1 hour. The product is O=C1COC2=C(N1)C=CC=C2 (3-oxo-2,3-dihydro-4H-1,4-benzoxazine). Yield: 32.2%. Reaction SMILES: Cl[CH2:2][C:3](Cl)=[O:4].[NH2:6][C:7]1[CH:12]=[CH:11][CH:10]=[CH:9][C:8]=1[OH:13].[Cl-].C(C[NH3+])C1C=CC=CC=1.C(=O)(O)[O-].[Na+]>C(Cl)(Cl)Cl>[O:4]=[C:3]1[NH:6][C:7]2[CH:12]=[CH:11][CH:10]=[CH:9][C:8]=2[O:13][CH2:2]1 |f:2.3,4.5|. Procedure details: A solution of chloroacetyl chloride (31.2 g) in chloroform (100 ml) was added dropwise to a mixture of 2-aminophenol (25 g), benzylmethylammonium chloride (52.4 g), sodium bicarbonate (77 g) and chloroform (500 ml) which was cooled in an ice-bath. The mixture was stirred for 1 hour and allowed to warm to ambient temperature. The mixture was heated to 55° C. for 5 hours and then stirred at ambient temperature for 16 hours. The mixture was evaporated and the residue was partitioned between ethyl a...